From a dataset of the Open Reaction Database (ORD), a public repository of structured organic reaction records. describe an organic reaction: reactants, conditions, products, and yield Reactants: CO.C[O-].[Na+] (Sodium methoxide methanol), COC(=O)C1=C(C2=C(C(=N1)C1=CC(=CC=C1)OC)N=C(O2)C2=CC=CC=C2)OC(C(C)(C)C)=O (7-(2,2-dimethyl-propionyloxy)-4-(3-methoxy-phenyl)-2-phenyl-oxazolo[4,5-c]pyridine-6-carboxylic acid methyl ester), COC(=O)C1=C(C2=C(C(=N1)C1=CC(=CC=C1)OC)N=C(O2)C2=CC=CC=C2)O (7-hydroxy-4-(3-methoxy-phenyl)-2-phenyl-oxazolo[4,5-c]pyridine-6-carboxylic acid methyl ester), NCC(=O)O (glycine), CO.C[O-].[Na+] (sodium methoxide methanol). The solvent is CO (methanol). Product: OC=1C2=C(C(=NC1C(=O)NCC(=O)O)C1=CC(=CC=C1)OC)N=C(O2)C2=CC=CC=C2 ({[7-Hydroxy-4-(3-methoxy-phenyl)-2-phenyl-oxazolo[4,5-c]pyridine-6-carbonyl]-amino}-acetic acid). Yield: 350.2%. RXN SMILES: CO.C[O-].[Na+].C[O:7][C:8]([C:10]1[N:15]=C(C2C=CC=C(OC)C=2)C2N=C(C3C=CC=CC=3)OC=2C=1OC(=O)C(C)(C)C)=[O:9].CO[C:42]([C:44]1[N:49]=[C:48]([C:50]2[CH:55]=[CH:54][CH:53]=[C:52]([O:56][CH3:57])[CH:51]=2)[C:47]2[N:58]=[C:59]([C:61]3[CH:66]=[CH:65][CH:64]=[CH:63][CH:62]=3)[O:60][C:46]=2[C:45]=1[OH:67])=[O:43].NCC(O)=O>CO>[OH:67][C:45]1[C:46]2[O:60][C:59]([C:61]3[CH:66]=[CH:65][CH:64]=[CH:63][CH:62]=3)=[N:58][C:47]=2[C:48]([C:50]2[CH:55]=[CH:54][CH:53]=[C:52]([O:56][CH3:57])[CH:51]=2)=[N:49][C:44]=1[C:42]([NH:15][CH2:10][C:8]([OH:9])=[O:7])=[O:43] |f:0.1.2|. Procedure: Sodium methoxide methanol solution (0.5 N, 0.4 mL, 0.2 mmol) was added to a solution of 7-(2,2-dimethyl-propionyloxy)-4-(3-methoxy-phenyl)-2-phenyl-oxazolo[4,5-c]pyridine-6-carboxylic acid methyl ester (7.5 mg, 0.016 mmol), and 7-hydroxy-4-(3-methoxy-phenyl)-2-phenyl-oxazolo[4,5-c]pyridine-6-carboxylic acid methyl ester (24.7 mg, 0.066 mmol) in methanol (2 mL) at room temperature. After the reaction mixture was refluxed for 1 hour, the mixture was concentrated. To the residue glycine (0.129 g, 1... Starting materials: C(C)(C)(C)OC(=O)N1CC=CC1 (2,5-dihydro-pyrrole-1-carboxylic acid tert-butyl ester), C[N+]1(CCOCC1)[O-] (N-methylmorpholine-N-oxide), O1CCCC1 (tetrahydro-furan), S(=S)(=O)([O-])[O-].[Na+].[Na+] (sodium thiosulfate). The reagents and catalysts are [Os](=O)(=O)(=O)=O (osmium tetroxide). Conditions: time 48 hour. Yields the product C(C)(C)(C)OC(=O)N1C[C@H]([C@H](C1)O)O (Cis-3,4-Dihydroxy-pyrrolidine-1-carboxylic acid tert-butyl ester). Reaction SMILES: [C:1]([O:5][C:6]([N:8]1[CH2:12]C=CC1)=[O:7])([CH3:4])([CH3:3])[CH3:2].C[N+]1([O-])CC[O:17]CC1.S([O-])([O-])(=O)=S.[Na+].[Na+].[O:28]1[CH2:32][CH2:31][CH2:30]C1>[Os](=O)(=O)(=O)=O>[C:1]([O:5][C:6]([N:8]1[CH2:30][C@H:31]([OH:17])[C@H:32]([OH:28])[CH2:12]1)=[O:7])([CH3:4])([CH3:3])[CH3:2] |f:2.3.4|. Procedure details: A solution of crude 2,5-dihydro-pyrrole-1-carboxylic acid tert-butyl ester (10.5 g, 62.1 mmol) in tetrahydro-furan (300 ml) was treated sequentially with osmium tetroxide (2.5% in t-butanol, 6 mL) and N-methylmorpholine-N-oxide at 25° C. After 48 hours, aqueous 10% sodium thiosulfate solution was added and the mixture was stirred 30 minutes, partially concentrated to remove tetrahydro-furan, and the resulting aqueous mixture extracted twice with ether. The ether extracts were washed with 10% sod... Reactants: CO, Cl, O=C(O)c1ccc(-c2ccc(O)cc2)cc1. The product is COC(=O)c1ccc(-c2ccc(O)cc2)cc1. As a reaction SMILES: [CH3:1][OH:2].[ClH:3].[OH:4][c:5]1[cH:6][cH:7][c:8](-[c:11]2[cH:12][cH:13][c:14]([C:15](=[O:16])[OH:17])[cH:18][cH:19]2)[cH:9][cH:10]1>>[CH3:1][O:17][C:15]([c:14]1[cH:13][cH:12][c:11](-[c:8]2[cH:7][cH:6][c:5]([OH:4])[cH:10][cH:9]2)[cH:19][cH:18]1)=[O:16].